Dataset: the Open Reaction Database (ORD), a public repository of structured organic reaction records. Task: describe an organic reaction: reactants, conditions, products, and yield The reactants are C(=O)NC1=CC=C(C=C1)C(C1=CC=C(C=C1)NC=O)C1=CC=C(C=C1)NC=O (tris(4-formylaminophenyl)methane), [H-].[Al+3].[Li+].[H-].[H-].[H-] (lithium aluminum hydride), O (Water). Solvent: O1CCCC1 (tetrahydrofuran). Reaction conditions: time 19 hour. Yields the product CNC1=CC=C(C=C1)C(C1=CC=C(C=C1)NC)C1=CC=C(C=C1)NC (tris (4-methylaminophenyl)methane). Yield: 70.3%. RXN SMILES: [CH:1]([NH:3][C:4]1[CH:9]=[CH:8][C:7]([CH:10]([C:20]2[CH:25]=[CH:24][C:23]([NH:26][CH:27]=O)=[CH:22][CH:21]=2)[C:11]2[CH:16]=[CH:15][C:14]([NH:17][CH:18]=O)=[CH:13][CH:12]=2)=[CH:6][CH:5]=1)=O.[H-].[Al+3].[Li+].[H-].[H-].[H-].O>O1CCCC1>[CH3:18][NH:17][C:14]1[CH:13]=[CH:12][C:11]([CH:10]([C:7]2[CH:6]=[CH:5][C:4]([NH:3][CH3:1])=[CH:9][CH:8]=2)[C:20]2[CH:25]=[CH:24][C:23]([NH:26][CH3:27])=[CH:22][CH:21]=2)=[CH:16][CH:15]=1 |f:1.2.3.4.5.6|. Procedure details: The tris(4-formylaminophenyl)methane (130 mg) obtained in Reference Example 31 was dissolved in tetrahydrofuran (5 ml), after which lithium aluminum hydride (66.1 mg) was added under a nitrogen atmosphere at 5° C., the temperature was raised to room temperature, and the mixture was stirred for 19 hours. Water (5 ml) was added to the reaction mixture at 5° C., and stirring was continued for 10 minutes. The reaction mixture was filtered with celite and the filtrate was concentrated to dryness. The... Starting materials: [N+](=O)([O-])C1=C(C=CC=C1C=O)C=O (2-nitro-1,3-benzenedialdehyde), C(=O)(OCC)C=P(C1=CC=CC=C1)(C1=CC=CC=C1)C1=CC=CC=C1 (carbethoxymethylene triphenylphosphorane). The solvent is C1(=CC=CC=C1)C (toluene). Reaction conditions: temperature 60 celsius. The product is C(C)OC(C=CC1=C(C(=CC=C1)C=CC(=O)OCC)[N+](=O)[O-])=O (2-nitro-1,3-benzenediacrylic acid diethyl ester). RXN SMILES: [N+:1]([C:4]1[C:9]([CH:10]=O)=[CH:8][CH:7]=[CH:6][C:5]=1[CH:12]=O)([O-:3])=[O:2].[C:14]([CH:19]=P(C1C=CC=CC=1)(C1C=CC=CC=1)C1C=CC=CC=1)([O:16][CH2:17][CH3:18])=[O:15]>C1(C)C=CC=CC=1>[CH2:17]([O:16][C:14](=[O:15])[CH:19]=[CH:10][C:9]1[CH:8]=[CH:7][CH:6]=[C:5]([CH:12]=[CH:19][C:14]([O:16][CH2:17][CH3:18])=[O:15])[C:4]=1[N+:1]([O-:3])=[O:2])[CH3:18]. Procedure details: The 2-nitro-1,3-benzenedialdehyde (3.4 g, 0.019 mole) is dissolved in toluene (60 ml) and carbethoxymethylene triphenylphosphorane (19.2 g, 0.06 mole) is added. The mixture is heated at 60° C. for eight hours, cooled, and concentrated at reduced pressure. Diethyl ether (100 ml) is added and the mixture is filtered. The filtrate is concentrated and purified by flash chromatography over silica (elution with 4:1 hexane:ethyl acetate) to afford after concentration pure 2-nitro-1,3-benzenediacrylic a... Reactants: CC(C)(C)OC(=O)C=Cc1ccc(C(=C2CCCC2)c2ccc(O)cc2)cc1, CCOCC, ClCCl, O=C(O)C(F)(F)F. Yields the product O=C(O)C=Cc1ccc(C(=C2CCCC2)c2ccc(O)cc2)cc1. RXN SMILES: [C:1]1(=[C:6]([c:7]2[cH:8][cH:9][c:10]([CH:13]=[CH:14][C:15](=[O:16])[O:17][C:18]([CH3:19])([CH3:20])[CH3:21])[cH:11][cH:12]2)[c:22]2[cH:23][cH:24][c:25]([OH:28])[cH:26][cH:27]2)[CH2:2][CH2:3][CH2:4][CH2:5]1.[CH3:36][CH2:37][O:38][CH2:39][CH3:40].[Cl:41][CH2:42][Cl:43].[OH:29][C:30]([C:31]([F:32])([F:33])[F:34])=[O:35]>>[C:1]1(=[C:6]([c:7]2[cH:8][cH:9][c:10]([CH:13]=[CH:14][C:15](=[O:16])[OH:17])[cH:11][cH:12]2)[c:22]2[cH:23][cH:24][c:25]([OH:28])[cH:26][cH:27]2)[CH2:2][CH2:3][CH2:4][CH2:5]1. Reactants: BrCc1cccc(Br)c1, CN(C)C=O, COc1ccc(C(=O)c2c[nH]c3ccc(C)nc3c2=O)cc1F. The product is COc1ccc(C(=O)c2cn(Cc3cccc(Br)c3)c3ccc(C)nc3c2=O)cc1F. RXN SMILES: [Br:24][c:25]1[cH:26][c:27]([CH2:28][Br:29])[cH:30][cH:31][cH:32]1.[CH3:33][N:34]([CH3:35])[CH:36]=[O:37].[F:1][c:2]1[cH:3][c:4]([C:5](=[O:6])[c:7]2[cH:8][nH:9][c:10]3[cH:11][cH:12][c:13]([CH3:18])[n:14][c:15]3[c:16]2=[O:17])[cH:19][cH:20][c:21]1[O:22][CH3:23]>>[F:1][c:2]1[cH:3][c:4]([C:5](=[O:6])[c:7]2[cH:8][n:9]([CH2:28][c:27]3[cH:26][c:25]([Br:24])[cH:32][cH:31][cH:30]3)[c:10]3[cH:11][cH:12][c:13]([CH3:18])[n:14][c:15]3[c:16]2=[O:17])[cH:19][cH:20][c:21]1[O:22][CH3:23]. The reactants are ClC=1C=CC2=C(C(=NO2)OC[C@H](CSC)NC(C2=CC=CC=C2)(C2=CC=CC=C2)C2=CC=CC=C2)C1 ((R)-5-chloro-3-(3-methylthio-2-tritylaminopropoxy)-1,2-benzoisoxazole), CC(C)O (2-propanol), Cl (hydrogen chloride). Run in CO (methanol). Product: Cl.N[C@H](COC1=NOC2=C1C=C(C=C2)Cl)CSC ((R)-3-(2-amino-3-methylthiopropoxy)-5-chloro-1,2-benzoisoxazole hydrochloride). Reaction SMILES: [Cl:1][C:2]1[CH:3]=[CH:4][C:5]2[O:9][N:8]=[C:7]([O:10][CH2:11][C@@H:12]([NH:16]C(C3C=CC=CC=3)(C3C=CC=CC=3)C3C=CC=CC=3)[CH2:13][S:14][CH3:15])[C:6]=2[CH:36]=1.CC(O)C.Cl>CO>[ClH:1].[NH2:16][C@@H:12]([CH2:13][S:14][CH3:15])[CH2:11][O:10][C:7]1[C:6]2[CH:36]=[C:2]([Cl:1])[CH:3]=[CH:4][C:5]=2[O:9][N:8]=1 |f:4.5|. Procedure details: To a solution of 2.41 g of (R)-5-chloro-3-(3-methylthio-2-tritylaminopropoxy)-1,2-benzoisoxazole in 5 ml of methanol is added 6.0 ml of a 2-propanol solution (6.5M) of hydrogen chloride at room temperature, and they are subjected to reaction at the same temperature for three hours, after which the solvent is removed by distillation under reduced pressure. Ethyl acetate is added to the residue obtained and the crystals precipitated are collected by filtration and dried, to obtain 0.72 g of colorl... Reactants: [Br-], Br, COc1cc2ccccc2nc1-c1nc2ccccc2cc1OC, CC(=O)O, ClC(Cl)Cl, [K+], O. Yields the product COc1cc2ccccc2nc1-c1nc2ccccc2cc1O. As a reaction SMILES: [Br-:26].[BrH:25].[CH3:1][O:2][c:3]1[c:4](-[c:13]2[n:14][c:15]3[cH:16][cH:17][cH:18][cH:19][c:20]3[cH:21][c:22]2[O:23][CH3:24])[n:5][c:6]2[cH:7][cH:8][cH:9][cH:10][c:11]2[cH:12]1.[CH3:32][C:33](=[O:34])[OH:35].[CH:28]([Cl:29])([Cl:30])[Cl:31].[K+:27].[OH2:36]>>[OH:2][c:3]1[c:4](-[c:13]2[n:14][c:15]3[cH:16][cH:17][cH:18][cH:19][c:20]3[cH:21][c:22]2[O:23][CH3:24])[n:5][c:6]2[cH:7][cH:8][cH:9][cH:10][c:11]2[cH:12]1.